describe an organic reaction: reactants, conditions, products, and yield From a dataset of the Open Reaction Database (ORD), a public repository of structured organic reaction records. Reactants: CN(C)C=O, CO, O=C(Cl)C(=O)Cl, ClCCl, CCCS(=O)(=O)Nc1cccc(C(=O)O)c1F. Yields the product CCCS(=O)(=O)Nc1cccc(C(=O)OC)c1F. Reaction SMILES: [CH3:18][N:19]([CH3:20])[CH:21]=[O:22].[CH3:29][OH:30].[Cl:23][C:24]([C:25]([Cl:26])=[O:27])=[O:28].[Cl:31][CH2:32][Cl:33].[F:1][c:2]1[c:3]([C:4](=[O:5])[OH:6])[cH:7][cH:8][cH:9][c:10]1[NH:11][S:12](=[O:13])(=[O:14])[CH2:15][CH2:16][CH3:17]>>[F:1][c:2]1[c:3]([C:4]([O:5][CH3:18])=[O:6])[cH:7][cH:8][cH:9][c:10]1[NH:11][S:12](=[O:13])(=[O:14])[CH2:15][CH2:16][CH3:17]. Starting materials: [OH-].[Na+] (NaOH), FC1=C(C=CC=C1)N1N=CC2=C1N(C(C=C2)=O)C (1-(2-fluorophenyl)-7-methyl-1H-pyrazolo[3,4-b]pyridin-6(7H)-one), C(C)(C)(C)N1N=CC2=C1N(C(C=C2)=O)C (1-tert-butyl-7-methyl-1H-pyrazolo[3,4-b]pyridin-6(7H)-one), BrBr (bromine). Solvent: O (water), CC(=O)O (AcOH). Conditions: time 1 hour. The product is C(C)(C)(C)N1N=CC2=C1N(C(C=C2)=O)C (1-Tert-butyl-7-methyl-1H-pyrazolo[3,4-b]pyridin-6(7H)-one), C(C)(=O)O.BrC1=CC2=C(N(C1=O)C)NN=C2 (5-bromo-7-methyl-1H-pyrazolo[3,4-b]pyridin-6(7H)-one acetic acid). Reaction SMILES: FC1C=CC=CC=1[N:8]1[C:12]2[N:13]([CH3:18])[C:14](=[O:17])[CH:15]=[CH:16][C:11]=2[CH:10]=[N:9]1.[C:19]([N:23]1[C:27]2[N:28]([CH3:33])[C:29](=[O:32])[CH:30]=[CH:31][C:26]=2[CH:25]=[N:24]1)([CH3:22])([CH3:21])[CH3:20].[Br:34]Br.[OH-:36].[Na+]>CC(O)=O.O>[C:19]([N:23]1[C:27]2[N:28]([CH3:33])[C:29](=[O:32])[CH:30]=[CH:31][C:26]=2[CH:25]=[N:24]1)([CH3:22])([CH3:21])[CH3:20].[C:14]([OH:17])(=[O:36])[CH3:15].[Br:34][C:15]1[C:14](=[O:17])[N:13]([CH3:18])[C:12]2[NH:8][N:9]=[CH:10][C:11]=2[CH:16]=1 |f:3.4,8.9|. Procedure details: 1-Tert-butyl-7-methyl-1H-pyrazolo[3,4-b]pyridin-6(7H)-one was prepared in a fashion similar to that described for 1-(2-fluorophenyl)-7-methyl-1H-pyrazolo[3,4-b]pyridin-6(7H)-one (155 mg) as a light yellow crystalline solid (Example 1-step 3). To a solution of 1-tert-butyl-7-methyl-1H-pyrazolo[3,4-b]pyridin-6(7H)-one (240 mg, 1.17 mmol) in glacial AcOH (5.5 mL) at RT was added bromine (0.060 mL, 1169 μmol) slowly. An orange suspension resulted and it was allowed to stir at RT for 1 h. 5.0 mL wate... Starting materials: CCOC(=O)CBr, COc1ccc(C2Sc3ccccc3NC(=O)C2NC(=O)c2ccc3ccccc3c2)cc1, CN(C)C=O, [H-], [Na+]. The product is CCOC(=O)CN1C(=O)C(NC(=O)c2ccc3ccccc3c2)C(c2ccc(OC)cc2)Sc2ccccc21. RXN SMILES: [Br:36][CH2:37][C:38](=[O:39])[O:40][CH2:41][CH3:42].[CH3:1][O:2][c:3]1[cH:4][cH:5][c:6]([CH:9]2[S:10][c:11]3[c:12]([cH:30][cH:31][cH:32][cH:33]3)[NH:13][C:14](=[O:29])[CH:15]2[NH:16][C:17](=[O:18])[c:19]2[cH:20][c:21]3[cH:22][cH:23][cH:24][cH:25][c:26]3[cH:27][cH:28]2)[cH:7][cH:8]1.[CH3:43][N:44]([CH3:45])[CH:46]=[O:47].[H-:34].[Na+:35]>>[CH3:1][O:2][c:3]1[cH:4][cH:5][c:6]([CH:9]2[S:10][c:11]3[c:12]([cH:30][cH:31][cH:32][cH:33]3)[N:13]([CH2:37][C:38](=[O:39])[O:40][CH2:41][CH3:42])[C:14](=[O:29])[CH:15]2[NH:16][C:17](=[O:18])[c:19]2[cH:20][c:21]3[cH:22][cH:23][cH:24][cH:25][c:26]3[cH:27][cH:28]2)[cH:7][cH:8]1.